Dataset: the Open Reaction Database (ORD), a public repository of structured organic reaction records. Task: describe an organic reaction: reactants, conditions, products, and yield The reactants are BrC=1C=C(C=NC1)N (5-bromopyridin-3-amine), CC(C)C1=CC(=C(C(=C1)C(C)C)C2=C(C=CC=C2)P(C3CCCCC3)C4CCCCC4)C(C)C (X-Phos), N1CCOCC1 (morpholine), solution, C[Si](C)(C)[N-][Si](C)(C)C.[Li+] (lithium bis(trimethylsilyl)amide). Reagents/catalysts: C=1C=CC(=CC1)/C=C/C(=O)/C=C/C2=CC=CC=C2.C=1C=CC(=CC1)/C=C/C(=O)/C=C/C2=CC=CC=C2.C=1C=CC(=CC1)/C=C/C(=O)/C=C/C2=CC=CC=C2.[Pd].[Pd] (tris(dibenzylideneacetone)dipalladium(0)). Solvent: C1CCOC1 (THF), C1CCOC1 (THF), O (water). Run at temperature 65 celsius, time 3 hour. The product is O1CCN(CC1)C=1C=C(C=NC1)N (5-morpholinopyridin-3-amine). As a reaction SMILES: Br[C:2]1[CH:3]=[C:4]([NH2:8])[CH:5]=[N:6][CH:7]=1.CC(C1C=C(C(C)C)C(C2C=CC=CC=2P(C2CCCCC2)C2CCCCC2)=C(C(C)C)C=1)C.[NH:43]1[CH2:48][CH2:47][O:46][CH2:45][CH2:44]1.C[Si]([N-][Si](C)(C)C)(C)C.[Li+]>C1COCC1.C1C=CC(/C=C/C(/C=C/C2C=CC=CC=2)=O)=CC=1.C1C=CC(/C=C/C(/C=C/C2C=CC=CC=2)=O)=CC=1.C1C=CC(/C=C/C(/C=C/C2C=CC=CC=2)=O)=CC=1.[Pd].[Pd].O>[O:46]1[CH2:47][CH2:48][N:43]([C:2]2[CH:3]=[C:4]([NH2:8])[CH:5]=[N:6][CH:7]=2)[CH2:44][CH2:45]1 |f:3.4,6.7.8.9.10|. Reported procedure: To a stirred solution of 5-bromopyridin-3-amine (1.5 g, 8.67 mmol), X-Phos (0.33 g, 0.69 mmol), tris(dibenzylideneacetone)dipalladium(0) (0.32 g, 0.35 mmol) and morpholine (3.78 g, 43.3 mmol) in THF (17.3 mL) was added a 1.0M solution of lithium bis(trimethylsilyl)amide in THF (47.7 mL, 47.7 mmol). The resulting mixture was heated to 65° C. and stirring continued for 3 h. After which, the reaction was cooled to rt and then poured into water (100 mL) and extracted with EtOAc (2×150 mL) and DCM (2...